Task: describe an organic reaction: reactants, conditions, products, and yield. Dataset: the Open Reaction Database (ORD), a public repository of structured organic reaction records Starting materials: C1(C=2C(C(N1CCC1=NNC=C1)=O)=CC=CC2)=O (2-phthalimidoethylpyrazole), O.NN (hydrazine hydrate), C1(=CC=CC=C1)C.C(C)(=O)OCC (toluene ethyl acetate), O=C1N(CCC1)C(=O)OC1=CC=CC=C1 (2-oxo-1-phenoxycarbonylpyrrolidine). The solvent is CO (methanol). The product is N1(N=CC=C1)CCNC(=O)N1C(CCC1)=O (1-[[2-(Pyrazol-1-yl)ethyl]carbamoyl]-2-oxopyrrolidine). The yield is 64.7%. As a reaction SMILES: C1(=O)N(CC[C:8]2[CH:12]=[CH:11][NH:10][N:9]=2)C(=O)C2=CC=CC=C12.O.[NH2:20]N.[O:22]=[C:23]1[CH2:27][CH2:26][CH2:25][N:24]1[C:28]([O:30]C1C=CC=CC=1)=O.[C:37]1([CH3:43])C=CC=CC=1.C(OCC)(=O)C>CO>[N:9]1([CH2:43][CH2:37][NH:20][C:28]([N:24]2[CH2:25][CH2:26][CH2:27][C:23]2=[O:22])=[O:30])[CH:8]=[CH:12][CH:11]=[N:10]1 |f:1.2,4.5|. Procedure details: To a solution of 3.58 g (14.8 mmol) of 2-phthalimidoethylpyrazole in 45 ml of methanol was added 1.11 g (22.2 mmol) of hydrazine hydrate, and the mixture was refluxed for 7 hr. The solvent was evaporated under reduced pressure, and the residue was washed with CH2Cl2 and ethyl acetate, and filtered. The filtrate was evaporated under reduced pressure, and then 2.73 g (13.3 mmol) of 2-oxo-1-phenoxycarbonylpyrrolidine (II) was added to the residue, and the mixture was heated at 115°-120° C. for 3 hr... The reactants are COc1ccc(CC(=O)OC(C)(C)C)cc1, CN(C)C=O, CC(=O)O, [H-], [Na+], O, O=C(O)c1cnccn1. Yields the product COc1ccc(C(C(=O)OC(C)(C)C)C(=O)c2cnccn2)cc1. RXN SMILES: [C:10]([CH3:11])([CH3:12])([CH3:13])[O:14][C:15]([CH2:16][c:17]1[cH:18][cH:19][c:20]([O:23][CH3:24])[cH:21][cH:22]1)=[O:25].[CH3:29][N:30]([CH3:31])[CH:32]=[O:33].[CH3:34][C:35](=[O:36])[OH:37].[H-:26].[Na+:27].[OH2:28].[n:1]1[c:2]([C:7](=[O:8])[OH:9])[cH:3][n:4][cH:5][cH:6]1>>[n:1]1[c:2]([C:7](=[O:9])[CH:16]([C:15]([O:14][C:10]([CH3:11])([CH3:12])[CH3:13])=[O:25])[c:17]2[cH:18][cH:19][c:20]([O:23][CH3:24])[cH:21][cH:22]2)[cH:3][n:4][cH:5][cH:6]1. Reactants: CNC(CC1=NN=C2N1C1=C(C(=NC2)C2=C(C=CC=C2)Cl)C=C(C=C1)Cl)C (1-[2-(methylamino)-propyl]-8-chloro-6-(o-chlorophenyl)-4H-s-triazolo[4,3-a]-[1,4]benzodiazepine), C(C)=O (acetaldehyde), C(#N)[BH3-].[Na+] (sodium cyanoborohydride). RXN SMILES: CNC(C)C[C:5]1[N:9]2[C:10]3[CH:25]=[CH:24][C:23]([Cl:26])=[CH:22][C:11]=3[C:12]([C:15]3[CH:20]=[CH:19][CH:18]=[CH:17][C:16]=3[Cl:21])=[N:13][CH2:14][C:8]2=[N:7][N:6]=1.C(=O)C.C([BH3-])#N.[Na+]>>[Cl:26][C:23]1[CH:24]=[CH:25][C:10]2[N:9]3[CH:5]=[N:6][N:7]=[C:8]3[CH2:14][N:13]=[C:12]([C:15]3[CH:20]=[CH:19][CH:18]=[CH:17][C:16]=3[Cl:21])[C:11]=2[CH:22]=1 |f:2.3|. Product: ClC=1C=CC2=C(C(=NCC=3N2C=NN3)C3=C(C=CC=C3)Cl)C1 (8-chloro-6-(o-chlorophenyl)-4H-s-triazolo[4,3-a][1,4]benzodiazepine). Reported procedure: In the manner given in Example 22, 1-[2-(methylamino)-propyl]-8-chloro-6-(o-chlorophenyl)-4H-s-triazolo[4,3-a]-[1,4]benzodiazepine is treated successively with acetaldehyde and sodium cyanoborohydride to give 1-[2-N-ethyl-N-methylamino)propyl]-8-chloro-6-(o-chlorophenyl)-4H-s-triazolo[4,3-a][1,4]benzodiazepine. Yields the product O=C(O)CCCc1cn(Cc2cccc([N+](=O)[O-])c2)c2ccccc12. As a reaction SMILES: [CH3:29][N:30]([CH3:31])[CH:32]=[O:33].[H-:1].[N+:18](=[O:19])([O-:20])[c:21]1[cH:22][c:23]([CH2:24][Br:25])[cH:26][cH:27][cH:28]1.[Na+:2].[nH:3]1[cH:4][c:5]([CH2:12][CH2:13][CH2:14][C:15](=[O:16])[OH:17])[c:6]2[cH:7][cH:8][cH:9][cH:10][c:11]12>>[n:3]1([CH2:24][c:23]2[cH:22][c:21]([N+:18](=[O:19])[O-:20])[cH:28][cH:27][cH:26]2)[cH:4][c:5]([CH2:12][CH2:13][CH2:14][C:15](=[O:16])[OH:17])[c:6]2[cH:7][cH:8][cH:9][cH:10][c:11]12. The reactants are CN(C)C=O, [H-], O=[N+]([O-])c1cccc(CBr)c1, [Na+], O=C(O)CCCc1c[nH]c2ccccc12. Reactants: O1CCOC12CN(CC2)[C@@H]2[C@H](CCCC2)OCC2=C(C=CC=C2Cl)Cl ((1S,2S)-2-[1,4-Dioxa-7-azaspiro[4.4]non-7-yl]-1-[(2,6-dichlorophenyl)methoxy]cyclohexane). The solvent is Cl.CC(CC)=O (HCl butanone). Product: Cl.O=C1CN(CC1)[C@@H]1[C@H](CCCC1)OCC1=C(C=CC=C1Cl)Cl ((1S,2S)-2-(3-Ketopyrrolidinyl)-1-[(2,6-dichlorophenyl)methoxy]cyclohexane monohydrochloride). Isolated yield 72.0%. As a reaction SMILES: O1[C:5]2([CH2:9][CH2:8][N:7]([C@H:10]3[CH2:15][CH2:14][CH2:13][CH2:12][C@@H:11]3[O:16][CH2:17][C:18]3[C:23]([Cl:24])=[CH:22][CH:21]=[CH:20][C:19]=3[Cl:25])[CH2:6]2)[O:4]CC1>Cl.CC(=O)CC>[ClH:24].[O:4]=[C:5]1[CH2:9][CH2:8][N:7]([C@H:10]2[CH2:15][CH2:14][CH2:13][CH2:12][C@@H:11]2[O:16][CH2:17][C:18]2[C:23]([Cl:24])=[CH:22][CH:21]=[CH:20][C:19]=2[Cl:25])[CH2:6]1 |f:1.2,3.4|. Procedure details: The ketal intermediate (step vi) in a mixture of 6M HCl-butanone (1:4, v/v, 100 mL) was refluxed for 16 hours. The butanone was evaporated in vacuo and the residual aqueous layer was diluted with more water (100 mL). The acidic aqueous layer was extracted with diethyl ether (2×40 mL) and then with dichloromethane (3×40 mL). The combined dichloromethane extracts were dried over sodium sulfate and the solvent was evaporated in vacuo to provide the crude title compound. The product was crystallized... Starting materials: CC1CN(c2ccc(C#N)cc2)CCN1c1nc(-c2ccncn2)cc(=O)n1C, CCO, [Cl-], [Na+], [Na+], O=C([O-])[O-], O, [NH3+]O. Yields the product CC1CN(c2ccc(C(=N)NO)cc2)CCN1c1nc(-c2ccncn2)cc(=O)n1C. As a reaction SMILES: [CH3:1][CH:2]1[CH2:3][N:4]([c:22]2[cH:23][cH:24][c:25]([C:26]#[N:27])[cH:28][cH:29]2)[CH2:5][CH2:6][N:7]1[c:8]1[n:9]([CH3:21])[c:10](=[O:20])[cH:11][c:12](-[c:14]2[n:15][cH:16][n:17][cH:18][cH:19]2)[n:13]1.[CH3:39][CH2:40][OH:41].[Cl-:30].[Na+:33].[Na+:34].[O-:35][C:36](=[O:37])[O-:38].[OH2:42].[OH:31][NH3+:32]>>[CH3:1][CH:2]1[CH2:3][N:4]([c:22]2[cH:23][cH:24][c:25]([C:26](=[NH:27])[NH:32][OH:31])[cH:28][cH:29]2)[CH2:5][CH2:6][N:7]1[c:8]1[n:9]([CH3:21])[c:10](=[O:20])[cH:11][c:12](-[c:14]2[n:15][cH:16][n:17][cH:18][cH:19]2)[n:13]1. The reactants are CCN=C=NCCCN(C)C, CCOC(C)=O, O=C(O)C(F)=Cc1cnc(NC2CCCN(CC3CCCCC3)C2)c(Cl)c1, [Na+], O=C([O-])O, NOC1CCCCO1, CN(C)C=O, On1nnc2ccccc21. The product is O=C(NOC1CCCCO1)C(F)=Cc1cnc(NC2CCCN(CC3CCCCC3)C2)c(Cl)c1. Reaction SMILES: [CH3:1][CH2:2][N:3]=[C:4]=[N:5][CH2:6][CH2:7][CH2:8][N:9]([CH3:10])[CH3:11].[CH3:67][CH2:68][O:69][C:70]([CH3:71])=[O:72].[Cl:12][c:13]1[cH:14][c:15]([CH:33]=[C:34]([C:35](=[O:36])[OH:37])[F:38])[cH:16][n:17][c:18]1[NH:19][CH:20]1[CH2:21][N:22]([CH2:26][CH:27]2[CH2:28][CH2:29][CH2:30][CH2:31][CH2:32]2)[CH2:23][CH2:24][CH2:25]1.[Na+:61].[O-:57][C:58]([OH:59])=[O:60].[O:39]1[CH:40]([O:45][NH2:46])[CH2:41][CH2:42][CH2:43][CH2:44]1.[O:62]=[CH:63][N:64]([CH3:65])[CH3:66].[OH:47][n:48]1[c:49]2[c:50]([cH:51][cH:52][cH:53][cH:54]2)[n:55][n:56]1>>[Cl:12][c:13]1[cH:14][c:15]([CH:33]=[C:34]([C:35](=[O:36])[NH:46][O:45][CH:40]2[O:39][CH2:44][CH2:43][CH2:42][CH2:41]2)[F:38])[cH:16][n:17][c:18]1[NH:19][CH:20]1[CH2:21][N:22]([CH2:26][CH:27]2[CH2:28][CH2:29][CH2:30][CH2:31][CH2:32]2)[CH2:23][CH2:24][CH2:25]1.